This data is from the Open Reaction Database (ORD), a public repository of structured organic reaction records. The task is: describe an organic reaction: reactants, conditions, products, and yield Starting materials: C(C)N1N=C(C(=C1)I)C=1SC=CC1 (1-ethyl-4-iodo-3-(2-thienyl)-1H-pyrazole), C([O-])([O-])=O.[Na+].[Na+] (sodium carbonate), CC1(OB(OC1(C)C)C1=CC=NC=C1)C (4-(4,4,5,5-Tetramethyl-1,3,2-dioxaborolan-2-yl)pyridine), bis(tricyclohexylphosphine)palladium(II) chloride. The solvent is O1CCOCC1 (dioxane). Yields the product C(C)N1N=C(C(=C1)C1=CC=NC=C1)C=1SC=CC1 (4-[1-ethyl-3-(2-thienyl)-1H-pyrazol-4-yl]pyridine). Yield: 82.2%. RXN SMILES: CC1(C)C(C)(C)OB([C:9]2[CH:14]=[CH:13][N:12]=[CH:11][CH:10]=2)O1.[CH2:16]([N:18]1[CH:22]=[C:21](I)[C:20]([C:24]2[S:25][CH:26]=[CH:27][CH:28]=2)=[N:19]1)[CH3:17].C(=O)([O-])[O-].[Na+].[Na+]>O1CCOCC1>[CH2:16]([N:18]1[CH:22]=[C:21]([C:9]2[CH:10]=[CH:11][N:12]=[CH:13][CH:14]=2)[C:20]([C:24]2[S:25][CH:26]=[CH:27][CH:28]=2)=[N:19]1)[CH3:17] |f:2.3.4|. Procedure: 4-(4,4,5,5-Tetramethyl-1,3,2-dioxaborolan-2-yl)pyridine (0.60 mmol) and bis(tricyclohexylphosphine)palladium(II) chloride (0.05 mmol) were weighed into a microwave vial (reaction volume 2-5 mL). A solution of 1-ethyl-4-iodo-3-(2-thienyl)-1H-pyrazole (0.50 mmol) in 3.3 mL degassed dioxane and 1.1 mL of a degassed 2 M aqueous sodium carbonate solution were added. The reaction mixture was purged with argon, the microwave vial was capped with a septum and transferred to a laboratory microwave oven. ... Reactants: NC(=O)CC1=C(n2nc(-c3c(-c4ccccc4)nn4ccccc34)ccc2=O)CCCC1, CCOC(C)=O, ClCCl, O=C(OC(=O)C(F)(F)F)C(F)(F)F, c1ccncc1. Yields the product N#CCC1=C(n2nc(-c3c(-c4ccccc4)nn4ccccc34)ccc2=O)CCCC1. RXN SMILES: [C:1]([NH2:2])(=[O:3])[CH2:4][C:5]1=[C:6]([n:11]2[n:12][c:13](-[c:18]3[c:19](-[c:27]4[cH:28][cH:29][cH:30][cH:31][cH:32]4)[n:20][n:21]4[c:22]3[cH:23][cH:24][cH:25][cH:26]4)[cH:14][cH:15][c:16]2=[O:17])[CH2:7][CH2:8][CH2:9][CH2:10]1.[CH3:52][CH2:53][O:54][C:55](=[O:56])[CH3:57].[Cl:58][CH2:59][Cl:60].[F:39][C:40]([F:41])([F:42])[C:43]([O:44][C:45](=[O:46])[C:47]([F:48])([F:49])[F:50])=[O:51].[cH:33]1[cH:34][cH:35][n:36][cH:37][cH:38]1>>[C:1](#[N:2])[CH2:4][C:5]1=[C:6]([n:11]2[n:12][c:13](-[c:18]3[c:19](-[c:27]4[cH:28][cH:29][cH:30][cH:31][cH:32]4)[n:20][n:21]4[c:22]3[cH:23][cH:24][cH:25][cH:26]4)[cH:14][cH:15][c:16]2=[O:17])[CH2:7][CH2:8][CH2:9][CH2:10]1.